Dataset: the Open Reaction Database (ORD), a public repository of structured organic reaction records. Task: describe an organic reaction: reactants, conditions, products, and yield Starting materials: CCCCCC (n-hexane), ClC1=C(N)C=C(C=C1C(F)(F)F)Cl (2,5-dichloro-3-trifluoromethyl aniline), FC1=C(C(=O)N=C=O)C(=CC=C1)F (2,6-difluorobenzoylisocyanate). Run in C1=CC=CC=C1 (benzene), C1=CC=CC=C1 (benzene). Run at time 1 hour. Product: ClC1=C(C=C(C=C1C(F)(F)F)Cl)NC(=O)NC(C1=C(C=CC=C1F)F)=O (1-(2,5-dichloro-3-trifluoromethylphenyl)-3-(2,6-difluorobenzoyl) urea). Yield: 83.5%. RXN SMILES: [Cl:1][C:2]1[C:8]([C:9]([F:12])([F:11])[F:10])=[CH:7][C:6]([Cl:13])=[CH:5][C:3]=1[NH2:4].[F:14][C:15]1[CH:25]=[CH:24][CH:23]=[C:22]([F:26])[C:16]=1[C:17]([N:19]=[C:20]=[O:21])=[O:18].CCCCCC>C1C=CC=CC=1>[Cl:1][C:2]1[C:8]([C:9]([F:11])([F:10])[F:12])=[CH:7][C:6]([Cl:13])=[CH:5][C:3]=1[NH:4][C:20]([NH:19][C:17](=[O:18])[C:16]1[C:22]([F:26])=[CH:23][CH:24]=[CH:25][C:15]=1[F:14])=[O:21]. Procedure: To a solution of 2,5-dichloro-3-trifluoromethyl aniline (0.6 g) in 10 ml of dry benzene was added dropwise a solution of 2,6-difluorobenzoylisocyanate (0.5 g) in 5 ml of dry benzene under water-cooling and the solution was stirred for one hour at room temperature. 50 ml of n-hexane was added to the above solution and the precipitated crystal was filtered. The crystal was washed with n-hexane to obtain the desired product 0.9 g. (m.p. 205°-207.5° C.) The reactants are ClC1=NC=C(C(=N1)NC1=CC(=CC=C1)O)F (2-chloro-5-fluoro-N4-(3-hydroxyphenyl)-4-pyrimidineamine), C(C)OC(=O)C=1NC2=CC=C(C=C2C1)N (2-ethoxycarbony-5-aminoindole). The product is C(C)OC(=O)C=1NC2=CC=C(C=C2C1)NC1=NC=C(C(=N1)NC1=CC(=CC=C1)O)F (N2-(2-ethoxycarbonylindol-5-yl)-5-fluoro-N4-(3-hydroxyphenyl)-2,4-pyrimidinediamine). Reaction SMILES: Cl[C:2]1[N:7]=[C:6]([NH:8][C:9]2[CH:14]=[CH:13][CH:12]=[C:11]([OH:15])[CH:10]=2)[C:5]([F:16])=[CH:4][N:3]=1.[CH2:17]([O:19][C:20]([C:22]1[NH:23][C:24]2[C:29]([CH:30]=1)=[CH:28][C:27]([NH2:31])=[CH:26][CH:25]=2)=[O:21])[CH3:18]>>[CH2:17]([O:19][C:20]([C:22]1[NH:23][C:24]2[C:29]([CH:30]=1)=[CH:28][C:27]([NH:31][C:2]1[N:7]=[C:6]([NH:8][C:9]3[CH:14]=[CH:13][CH:12]=[C:11]([OH:15])[CH:10]=3)[C:5]([F:16])=[CH:4][N:3]=1)=[CH:26][CH:25]=2)=[O:21])[CH3:18]. Procedure details: In like manner to the preparation of N4-(3,4-ethylenedioxyphenyl)-5-fluoro-N2-(3-hydroxyphenyl)-2,4-pyrimidinediamine, the reaction of 2-chloro-5-fluoro-N4-(3-hydroxyphenyl)-4-pyrimidineamine with 2-ethoxycarbony-5-aminoindole gave N2-(2-ethoxycarbonylindol-5-yl)-5-fluoro-N4-(3-hydroxyphenyl)-2,4-pyrimidinediamine. 1H NMR (CD3OD): δ 7.95 (d, 1H), 7.84 (d, 1H, J=3.9 Hz), 7.34 (s, 1H), 7.33 (d, 1H, J=1.8 Hz), 7.22–7.19 (m, 2H), 7.11–7.05 (m, 2H), 6.55 (m, 1H), 4.62 (s, 2H), 4.38 (q, 1H, J=6.9 Hz),...